From a dataset of the Open Reaction Database (ORD), a public repository of structured organic reaction records. describe an organic reaction: reactants, conditions, products, and yield RXN SMILES: [C:1]([CH3:2])([CH3:3])([CH3:4])[c:5]1[n:6][n:7](-[c:22]2[cH:23][cH:24][c:25]3[c:30]([cH:31]2)[CH2:29][N:28]([C:32]([O:33][C:34]([CH3:35])([CH3:36])[CH3:37])=[O:38])[CH:27]([C:39]([NH2:40])=[O:41])[CH2:26]3)[c:8]([NH:10][C:11](=[O:12])[NH:13][c:14]2[c:15]([Cl:21])[c:16]([Cl:20])[cH:17][cH:18][cH:19]2)[cH:9]1.[ClH:42].[O:43]1[CH2:44][CH2:45][O:46][CH2:47][CH2:48]1>>[C:1]([CH3:2])([CH3:3])([CH3:4])[c:5]1[n:6][n:7](-[c:22]2[cH:23][cH:24][c:25]3[c:30]([cH:31]2)[CH2:29][NH:28][CH:27]([C:39]([NH2:40])=[O:41])[CH2:26]3)[c:8]([NH:10][C:11](=[O:12])[NH:13][c:14]2[c:15]([Cl:21])[c:16]([Cl:20])[cH:17][cH:18][cH:19]2)[cH:9]1. The reactants are CC(C)(C)OC(=O)N1Cc2cc(-n3nc(C(C)(C)C)cc3NC(=O)Nc3cccc(Cl)c3Cl)ccc2CC1C(N)=O, Cl, C1COCCO1. The product is CC(C)(C)c1cc(NC(=O)Nc2cccc(Cl)c2Cl)n(-c2ccc3c(c2)CNC(C(N)=O)C3)n1.